This data is from the Open Reaction Database (ORD), a public repository of structured organic reaction records. The task is: describe an organic reaction: reactants, conditions, products, and yield Starting materials: C1(CCCCCO1)=O (ε-caprolactone), C(O)([O-])=O.[Na+] (sodium hydrogen carbonate), CC(C)O (2-propanol), Br (hydrogen bromide), S(O)(O)(=O)=O (Sulphuric acid). Solvent: O (water). Product: BrCCCCCC(=O)OC(C)C (isopropyl 6-bromohexanoate). As a reaction SMILES: [C:1]1(=O)[O:7][CH2:6][CH2:5][CH2:4][CH2:3][CH2:2]1.[BrH:9].S(=O)(=O)(O)O.C(=O)([O-])O.[Na+].[CH3:20][CH:21]([OH:23])[CH3:22]>O>[Br:9][CH2:1][CH2:2][CH2:3][CH2:4][CH2:5][C:6]([O:23][CH:21]([CH3:22])[CH3:20])=[O:7] |f:3.4|. Reported procedure: A solution of ε-caprolactone (30 g) in 2-propanol (250 ml) at 0° C. was saturated with hydrogen bromide gas. Sulphuric acid (18M, 5 ml) was then added and the solution was heated under reflux for 16 hours. The reaction mixture was poured into water (200 ml), basified with sodium hydrogen carbonate, and extracted with diethyl ether. The combined extracts were dried (Na2SO4) and the solvent was evaporated off under reduced pressure to give the crude product which was purified by column chromatogra...